From a dataset of the Open Reaction Database (ORD), a public repository of structured organic reaction records. describe an organic reaction: reactants, conditions, products, and yield Starting materials: Cl.O1CCOCC1 (HCl dioxane), C(C)(C)(C)OC(=O)N1CCN(CC1)C1=NC=C(C=C1Cl)C(=O)OCC (4-(3-chloro-5-ethoxycarbonyl-pyridin-2-yl)piperazine-1-carboxylic acid tert-butyl ester), Cl.O1CCOCC1 (HCl dioxane). Solvent: O1CCOCC1 (dioxane). Reaction conditions: temperature 50 celsius, time 2 hour. Product: C(C)OC(C1=CN=C(C(=C1)Cl)N1CCNCC1)=O (5-Chloro-6-piperazin-1-yl-nicotinic acid ethyl ester). RXN SMILES: C(OC([N:8]1[CH2:13][CH2:12][N:11]([C:14]2[C:19]([Cl:20])=[CH:18][C:17]([C:21]([O:23][CH2:24][CH3:25])=[O:22])=[CH:16][N:15]=2)[CH2:10][CH2:9]1)=O)(C)(C)C.Cl.O1CCOCC1>O1CCOCC1>[CH2:24]([O:23][C:21](=[O:22])[C:17]1[CH:18]=[C:19]([Cl:20])[C:14]([N:11]2[CH2:12][CH2:13][NH:8][CH2:9][CH2:10]2)=[N:15][CH:16]=1)[CH3:25] |f:1.2|. Reported procedure: Dissolve a solution of 4-(3-chloro-5-ethoxycarbonyl-pyridin-2-yl)piperazine-1-carboxylic acid tert-butyl ester (7.78 g, 0.021 mol) in dioxane, and then add a solution of 4M HCl/dioxane (12 mL). Stir at 50° C. for 2 h, and then add additional 4M HCl/dioxane (5 mL) and stir for an additional 1 h. Cool the mixture in ice, collect the precipitate and wash with ether. Prepare the freebase by partitioning between EtOAc and 10% NaOH solution. Dry the organic layer (Na2SO4) and concentrate under reduced... Starting materials: C(C)C=1C=C(N)C=CC1 (3-ethylaniline), N(=O)[O-].[Na+] (sodium nitrite), diazonium salt, Br (hydrobromic acid). The reagents and catalysts are [Cu]Br (copper (I) bromide). Run in S(=O)O (sulfanic acid). Conditions: temperature 0 celsius, time 45 minute. The product is BrC1=CC(=CC=C1)CC (1-bromo-3-ethylbenzene). Yield: 40.0%. As a reaction SMILES: [CH2:1]([C:3]1[CH:4]=[C:5]([CH:7]=[CH:8][CH:9]=1)N)[CH3:2].N([O-])=O.[Na+].[BrH:14]>S(O)=O.[Cu]Br>[Br:14][C:5]1[CH:7]=[CH:8][CH:9]=[C:3]([CH2:1][CH3:2])[CH:4]=1 |f:1.2|. Procedure: To a solution of 3-ethylaniline (10.0 g, 82.5 mmol) in 50% sulfanic acid (43.6 g) was added dropwise an aqueous solution (16.5 mL) of sodium nitrite (6.83 g, 99.0 mmol) over 30 minutes at 0° C. The resulting reaction mixture was stirred for 45 minutes at 0° C. This diazonium salt solution was added dropwise to a solution of copper (I) bromide (12.4 g, 86.6 mmol) in a 48% hydrobromic acid (82.5 mL) while heating gently under reflux. After the addition, the reaction mixture was heated to reflux fo... Reactants: C(CCCCCC)N1C(C(=C(C2=CC=CC=C12)O)C(=O)OCC)=O (1-heptyl-4-hydroxy-3-ethoxycarbonyl-2(1H)-quinolinone), [N+](=[N-])=C (diazomethane), C1=2C(=O)OC(NC1=CC=CC2)=O (isatoic anhydride). The solvent is CCOCC (ether). Yields the product C(CCCCCC)N1C(C(=C(C2=CC=CC=C12)OC)C(=O)OCC)=O (1-Heptyl-3-Ethoxycarbonyl-4-Methoxy-2(1H)-Quinolinone). Reaction SMILES: [C:1]12C(=CC=CC=1)NC(=O)OC2=O.[CH2:13]([N:20]1[C:29]2[C:24](=[CH:25][CH:26]=[CH:27][CH:28]=2)[C:23]([OH:30])=[C:22]([C:31]([O:33][CH2:34][CH3:35])=[O:32])[C:21]1=[O:36])[CH2:14][CH2:15][CH2:16][CH2:17][CH2:18][CH3:19].[N+](=C)=[N-]>CCOCC>[CH2:13]([N:20]1[C:29]2[C:24](=[CH:25][CH:26]=[CH:27][CH:28]=2)[C:23]([O:30][CH3:1])=[C:22]([C:31]([O:33][CH2:34][CH3:35])=[O:32])[C:21]1=[O:36])[CH2:14][CH2:15][CH2:16][CH2:17][CH2:18][CH3:19]. Procedure details: Following the procedure set forth in Preparation A, steps (2-3), isatoic anhydride was converted to 1-heptyl-4-hydroxy-3-ethoxycarbonyl-2(1H)-quinolinone, which upon reaction with excess diazomethane in ether gave the title compound. That the expected product was obtained was confirmed by the spectral data: MS: m/e 345 (M+). Starting materials: NC(CSC=1N=NC(=CC1)Cl)(C)C (3-(2-amino-2-methylpropylthio)-6-chloropyridazine), COCCC1=C(OCC2CO2)C=CC=C1 (1-[2-(2-methoxyethyl)phenoxy]-2,3-epoxypropane), ( b ). Yields the product COCCC1=C(OCC(CNC(CSC2=CC=C(N=N2)Cl)(C)C)O)C=CC=C1 (1-[2-(2-methoxyethyl)phenoxy]-3-[1,1-dimethyl-2-(3-chloro-6-pyridazinylthio)ethylamino]-2-propanol). As a reaction SMILES: [NH2:1][C:2]([CH3:13])([CH3:12])[CH2:3][S:4][C:5]1[N:6]=[N:7][C:8]([Cl:11])=[CH:9][CH:10]=1.[CH3:14][O:15][CH2:16][CH2:17][C:18]1[CH:28]=[CH:27][CH:26]=[CH:25][C:19]=1[O:20][CH2:21][CH:22]1[O:24][CH2:23]1>CO>[CH3:14][O:15][CH2:16][CH2:17][C:18]1[CH:28]=[CH:27][CH:26]=[CH:25][C:19]=1[O:20][CH2:21][CH:22]([OH:24])[CH2:23][NH:1][C:2]([CH3:13])([CH3:12])[CH2:3][S:4][C:5]1[N:6]=[N:7][C:8]([Cl:11])=[CH:9][CH:10]=1. Isolated yield 27.9%. Reported procedure: A solution of 980 mg of 3-(2-amino-2-methylpropylthio)-6-chloropyridazine and 960 mg of 1-[2-(2-methoxyethyl)phenoxy]-2,3-epoxypropane in 60 ml of methanol was treated in the same way as in Example 1, (b) to give 534 mg of 1-[2-(2-methoxyethyl)phenoxy]-3-[1,1-dimethyl-2-(3-chloro-6-pyridazinylthio)ethylamino]-2-propanol. The solvent is CO (methanol).